The task is: describe an organic reaction: reactants, conditions, products, and yield. This data is from the Open Reaction Database (ORD), a public repository of structured organic reaction records. Reactants: N12C(CC(CC1)CC2)C(=O)OCC (ethyl quinuclidine-2-carboxylate), C(C)(C)NC(C)C.[Li] (lithium diisopropylamine), C(CCC)[Li] (n-butyllithium), [N+](=O)([O-])C=C (nitroethylene). Isolated yield 72.9%. The solvent is C1CCOC1 (THF), C1CCOC1 (THF). Reaction conditions: temperature -78 celsius, time 1 hour. Procedure details: Lithium diisopropylamide was prepared at 0° C. from lithium diisopropylamine (193.53 mg, 1.91 mmol) and n-butyllithium (0.764 mL, 1.91 mmol) under N2. It was added via cannula to a stirring solution of ethyl quinuclidine-2-carboxylate (320 mg, 1.74 mmol) in dry THF (10 mL) at −78° C. After 1 h, a solution of nitroethylene (140.41 mg, 1.91 mmol) in THF (5 mL) was added dropwise to the reaction mixture. After stirring for 2 h at −78° C., the reaction was quenched by adding a saturated solution of ... Reaction SMILES: [CH:1]([NH:4][CH:5]([CH3:7])[CH3:6])([CH3:3])[CH3:2].[Li].C([Li:13])CCC.[N:14]12[CH2:21][CH2:20][CH:17]([CH2:18][CH2:19]1)[CH2:16][CH:15]2[C:22]([O:24][CH2:25][CH3:26])=[O:23].[N+:27]([CH:30]=[CH2:31])([O-:29])=[O:28]>C1COCC1>[CH:1]([N-:4][CH:5]([CH3:7])[CH3:6])([CH3:3])[CH3:2].[Li+:13].[N+:27]([CH2:30][CH2:31][C:15]1([C:22]([O:24][CH2:25][CH3:26])=[O:23])[CH2:16][CH:17]2[CH2:20][CH2:21][N:14]1[CH2:19][CH2:18]2)([O-:29])=[O:28] |f:0.1,6.7,^1:7|. The product is C(C)(C)[N-]C(C)C.[Li+] (Lithium diisopropylamide), [N+](=O)([O-])CCC1(N2CCC(C1)CC2)C(=O)OCC (ethyl 2-(2-nitroethyl)quinuclidine-2-carboxylate).